Dataset: the Open Reaction Database (ORD), a public repository of structured organic reaction records. Task: describe an organic reaction: reactants, conditions, products, and yield The reactants are [NH-]C(=O)c1cc(F)c(F)c(OC(F)F)c1F, O=N[O-], [Na+], O, O=S(=O)(O)O. The product is O=C(O)c1cc(F)c(F)c(OC(F)F)c1F. Reaction SMILES: [F:5][CH:6]([O:7][c:8]1[c:9]([F:19])[c:10]([C:11](=[O:12])[NH-:13])[cH:14][c:15]([F:18])[c:16]1[F:17])[F:20].[N:1]([O-:2])=[O:3].[Na+:4].[OH2:21].[S:22](=[O:23])(=[O:24])([OH:25])[OH:26]>>[F:5][CH:6]([O:7][c:8]1[c:9]([F:19])[c:10]([C:11](=[O:12])[OH:21])[cH:14][c:15]([F:18])[c:16]1[F:17])[F:20]. Reactants: C(C)(C)(C)OC(N[C@@H](CC(NC(C1=CC=CC=C1)(C1=CC=CC=C1)C1=CC=CC=C1)=O)C1=NC2=C(N1)C=CC(=C2)C2=CC(=C(C=C2)C#N)F)=O ((S)-tert-butyl(1-(5-(4-cyano-3-fluorophenyl)-1H-benzo[d]imidazol-2-yl)-3-oxo-3-(tritylamino)propyl)carbamate), FC(C(=O)O)(F)F (trifluoroacetic acid). Run at time 2.5 hour. The product is N[C@@H](CC(=O)N)C1=NC2=C(N1)C=CC(=C2)C2=CC(=C(C=C2)C#N)F ((3S)-3-Amino-3-[5-(4-cyano-3-fluorophenyl)-1H-benzimidazol-2-yl]propanamide). Isolated yield 66.3%. RXN SMILES: C(OC(=O)[NH:7][C@H:8]([C:32]1[NH:36][C:35]2[CH:37]=[CH:38][C:39]([C:41]3[CH:46]=[CH:45][C:44]([C:47]#[N:48])=[C:43]([F:49])[CH:42]=3)=[CH:40][C:34]=2[N:33]=1)[CH2:9][C:10](=[O:31])[NH:11]C(C1C=CC=CC=1)(C1C=CC=CC=1)C1C=CC=CC=1)(C)(C)C.FC(F)(F)C(O)=O>>[NH2:7][C@H:8]([C:32]1[NH:36][C:35]2[CH:37]=[CH:38][C:39]([C:41]3[CH:46]=[CH:45][C:44]([C:47]#[N:48])=[C:43]([F:49])[CH:42]=3)=[CH:40][C:34]=2[N:33]=1)[CH2:9][C:10]([NH2:11])=[O:31]. Procedure: (S)-tert-butyl(1-(5-(4-cyano-3-fluorophenyl)-1H-benzo[d]imidazol-2-yl)-3-oxo-3-(tritylamino)propyl)carbamate (Preparation 17, 28 mg, 0.042 mmol) was dissolved in trifluoroacetic acid (1.1 mL, 14 mmol) and stirred for 2.5 hours. The reaction mixture was concentrated in vacuo, azeotroped with methanol (3×), and purified by silica gel column chromatography eluting with 0-100% CMA80/methylene chloride to afford the title compound (9 mg, 37%) as a white solid. RXN SMILES: [CH3:17][N:18]1[CH2:19][CH2:20][NH:21][CH2:22][CH2:23]1.[CH3:24][CH:25]([OH:26])[CH3:27].[NH2:1][C:2]1=[N:8][c:7]2[c:6]([cH:12][cH:11][cH:10][cH:9]2)[NH:5][c:4]2[c:3]1[cH:15][c:14]([CH3:16])[s:13]2.[OH2:28]>>[N:1]1([C:2]2=[N:8][c:7]3[c:6]([cH:12][cH:11][cH:10][cH:9]3)[NH:5][c:4]3[c:3]2[cH:15][c:14]([CH3:16])[s:13]3)[CH2:20][CH2:19][N:18]([CH3:17])[CH2:23][CH2:22]1. The product is Cc1cc2c(s1)Nc1ccccc1N=C2N1CCN(C)CC1. Reactants: CN1CCNCC1, CC(C)O, Cc1cc2c(s1)Nc1ccccc1N=C2N, O. Reactants: CC(C)(C)O, Cc1nccn1-c1ccc(Sc2cccc(C3(C#N)CCOCC3)c2)cc1, [K+], [OH-], O. The product is Cc1nccn1-c1ccc(Sc2cccc(C3(C(N)=O)CCOCC3)c2)cc1. As a reaction SMILES: [C:31]([OH:32])([CH3:33])([CH3:34])[CH3:35].[CH3:1][c:2]1[n:3](-[c:7]2[cH:8][cH:9][c:10]([S:13][c:14]3[cH:15][c:16]([C:20]4([C:26]#[N:27])[CH2:21][CH2:22][O:23][CH2:24][CH2:25]4)[cH:17][cH:18][cH:19]3)[cH:11][cH:12]2)[cH:4][cH:5][n:6]1.[K+:29].[OH-:28].[OH2:30]>>[CH3:1][c:2]1[n:3](-[c:7]2[cH:8][cH:9][c:10]([S:13][c:14]3[cH:15][c:16]([C:20]4([C:26]([NH2:27])=[O:28])[CH2:21][CH2:22][O:23][CH2:24][CH2:25]4)[cH:17][cH:18][cH:19]3)[cH:11][cH:12]2)[cH:4][cH:5][n:6]1. Starting materials: CC(=O)O[BH-](OC(C)=O)OC(C)=O, CCNC(C)Cc1ccc(S(=O)(=O)c2nccs2)cc1, ClCCCl, [Na+], O=CCCCN1CCCOCC1=O. The product is CCN(CCCCN1CCCOCC1=O)C(C)Cc1ccc(S(=O)(=O)c2nccs2)cc1. As a reaction SMILES: [C:34]([O:35][BH-:36]([O:37][C:38](=[O:39])[CH3:40])[O:41][C:42](=[O:43])[CH3:44])(=[O:45])[CH3:46].[CH2:1]([CH3:2])[NH:3][CH:4]([CH2:5][c:6]1[cH:7][cH:8][c:9]([S:12](=[O:13])(=[O:14])[c:15]2[s:16][cH:17][cH:18][n:19]2)[cH:10][cH:11]1)[CH3:20].[Cl:48][CH2:49][CH2:50][Cl:51].[Na+:47].[O:21]=[C:22]1[CH2:23][O:24][CH2:25][CH2:26][CH2:27][N:28]1[CH2:29][CH2:30][CH2:31][CH:32]=[O:33]>>[CH2:1]([CH3:2])[N:3]([CH:4]([CH2:5][c:6]1[cH:7][cH:8][c:9]([S:12](=[O:13])(=[O:14])[c:15]2[s:16][cH:17][cH:18][n:19]2)[cH:10][cH:11]1)[CH3:20])[CH2:32][CH2:31][CH2:30][CH2:29][N:28]1[C:22](=[O:21])[CH2:23][O:24][CH2:25][CH2:26][CH2:27]1. Conditions: time 2 hour. The reactants are C(=O)(C(F)(F)F)O (CF3COOH), C(C1=CC=CC=C1)ON1[C@@H]2CC[C@H](N(C1=O)C2)C2=NC(=NO2)C2CCN(CC2)C(=O)OC(C)(C)C (tert-butyl 4-(5-((2S,5R)-6-(benzyloxy)-7-oxo-1,6-diaza-bicyclo[3.2.1]octan-2-yl)-1,2,4-oxadiazol-3-yl)piperidine-1-carboxylate). Isolated yield 143.4%. The product is C(C1=CC=CC=C1)ON1[C@@H]2CC[C@H](N(C1=O)C2)C2=NC(=NO2)C2CCNCC2 ((2S,5R)-6-(benzyloxy)-2-(3-(piperidin-4-yl)-1,2,4-oxadiazol-5-yl)-1,6-diaza-bicyclo[3.2.1]octan-7-one). Procedure: CF3COOH (4 mL) was added to the solution of tert-butyl 4-(5-((2S,5R)-6-(benzyloxy)-7-oxo-1,6-diaza-bicyclo[3.2.1]octan-2-yl)-1,2,4-oxadiazol-3-yl)piperidine-1-carboxylate (960 mg, 2.0 mmol) in 16 mL of CH2Cl2 at 0° C. The mixture was stiffed at 0° C. for 2 hrs, then concentrated to give (2S,5R)-6-(benzyloxy)-2-(3-(piperidin-4-yl)-1,2,4-oxadiazol-5-yl)-1,6-diaza-bicyclo[3.2.1]octan-7-one (1.1 g) as a brown oil, which was used directly in the next step. ESI-MS (EI+, m/z): 384.2 [M+H]+. Reaction SMILES: C(O)(C(F)(F)F)=O.[CH2:8]([O:15][N:16]1[C:22](=[O:23])[N:21]2[CH2:24][C@H:17]1[CH2:18][CH2:19][C@H:20]2[C:25]1[O:29][N:28]=[C:27]([CH:30]2[CH2:35][CH2:34][N:33](C(OC(C)(C)C)=O)[CH2:32][CH2:31]2)[N:26]=1)[C:9]1[CH:14]=[CH:13][CH:12]=[CH:11][CH:10]=1>C(Cl)Cl>[CH2:8]([O:15][N:16]1[C:22](=[O:23])[N:21]2[CH2:24][C@H:17]1[CH2:18][CH2:19][C@H:20]2[C:25]1[O:29][N:28]=[C:27]([CH:30]2[CH2:35][CH2:34][NH:33][CH2:32][CH2:31]2)[N:26]=1)[C:9]1[CH:10]=[CH:11][CH:12]=[CH:13][CH:14]=1. The solvent is C(Cl)Cl (CH2Cl2).